Dataset: the Open Reaction Database (ORD), a public repository of structured organic reaction records. Task: describe an organic reaction: reactants, conditions, products, and yield Reactants: OC=1C=C2C=CC(OC2=CC1)=O (6-hydroxycoumarin), O1C(=O)C=CC2=CC=CC=C12 (coumarin). Product: OC1=CC=C(C=C)C=C1 (4-hydroxystyrene). RXN SMILES: O[C:2]1[CH:3]=[C:4]2[C:9](=[CH:10][CH:11]=1)OC(=O)[CH:6]=[CH:5]2.[O:13]1C2C(=CC=CC=2)C=CC1=O>>[OH:13][C:11]1[CH:2]=[CH:3][C:4]([CH:5]=[CH2:6])=[CH:9][CH:10]=1. Procedure details: 6-hydroxycoumarin:coumarin=0.23:0.52:0.15:0.10